From a dataset of the Open Reaction Database (ORD), a public repository of structured organic reaction records. describe an organic reaction: reactants, conditions, products, and yield The reactants are C1OC(C=2OC3=C(C(C21)=O)C=CC=C3)=O (1H-furo[3,4-b][1]benzopyran-3,9-dione), [H][H] (hydrogen). The reagents and catalysts are [Pd] (palladium on charcoal). Run in C(C)(=O)O (acetic acid), C(C)(=O)OCC (ethyl acetate). Product: C1OC([C@H]2OC3=C(C[C@H]21)C=CC=C3)=O ((±)-cis-9,9a-Dihydro-1H-furo[3,4-b][1]benzopyran-3-(3aH)-one). The yield is 67.1%. Reaction SMILES: [CH2:1]1[C:9]2[C:8](=O)[C:7]3[CH:11]=[CH:12][CH:13]=[CH:14][C:6]=3[O:5][C:4]=2[C:3](=[O:15])[O:2]1.[H][H]>C(O)(=O)C.[Pd].C(OCC)(=O)C>[CH2:1]1[C@H:9]2[C@H:4]([O:5][C:6]3[CH:14]=[CH:13][CH:12]=[CH:11][C:7]=3[CH2:8]2)[C:3](=[O:15])[O:2]1. Procedure: A suspension of 1H-furo[3,4-b][1]benzopyran-3,9-dione (6.1 g) in glacial acetic acid (300 ml) was hydrogenated over 10% palladium on charcoal (1 g) until hydrogen uptake ceased. The catalyst was filtered off and the solvent evaporated from the filtrate to give an oil. The oil was dissolved in ethyl acetate and the solution washed with aqueous sodium bicarbonate and brine. The organic layer was separated, dried (MgSO4) and the solvent evaporated. Crystallisation of the residue from ethyl acetate/... Starting materials: C(CCC)OC1=NC(=C2N=C(N(C2=N1)CCCC1CCNCC1)OC)N (2-(butyloxy)-8-(methyloxy)-9-[3-(4-piperidinyl)propyl]-9H-purin-6-amine), ICCC1CCCCC1 (2-(iodoethyl)cyclohexane). Product: NC1=C2NC(N(C2=NC(=N1)OCCCC)CCCC1CCN(CC1)CCC1CCCCC1)=O (6-Amino-2-(butyloxy)-9-{3-[1-(2-cyclohexylethyl)-4-piperidinyl]propyl}-7,9-dihydro-8H-purin-8-one). Reaction SMILES: [CH2:1]([O:5][C:6]1[N:14]=[C:13]2[C:9]([N:10]=[C:11]([O:24]C)[N:12]2[CH2:15][CH2:16][CH2:17][CH:18]2[CH2:23][CH2:22][NH:21][CH2:20][CH2:19]2)=[C:8]([NH2:26])[N:7]=1)[CH2:2][CH2:3][CH3:4].I[CH2:28][CH2:29][CH:30]1[CH2:35][CH2:34][CH2:33][CH2:32][CH2:31]1>>[NH2:26][C:8]1[N:7]=[C:6]([O:5][CH2:1][CH2:2][CH2:3][CH3:4])[N:14]=[C:13]2[C:9]=1[NH:10][C:11](=[O:24])[N:12]2[CH2:15][CH2:16][CH2:17][CH:18]1[CH2:19][CH2:20][N:21]([CH2:28][CH2:29][CH:30]2[CH2:35][CH2:34][CH2:33][CH2:32][CH2:31]2)[CH2:22][CH2:23]1. Procedure: Prepared similarly to Example 14 from 2-(butyloxy)-8-(methyloxy)-9-[3-(4-piperidinyl)propyl]-9H-purin-6-amine and 2-(iodoethyl)cyclohexane. Reactants: CC(C(O)c1ccccc1)N(C)C(=O)C(CC1CCCC1)c1ccc(SC2CC2)cc1, C1COCCO1, O, O=S(=O)(O)O. The product is O=C(O)C(CC1CCCC1)c1ccc(SC2CC2)cc1. Reaction SMILES: [CH:1]1([CH2:6][CH:7]([C:8](=[O:9])[N:10]([CH:11]([CH3:12])[CH:13]([OH:14])[c:15]2[cH:16][cH:17][cH:18][cH:19][cH:20]2)[CH3:21])[c:22]2[cH:23][cH:24][c:25]([S:28][CH:29]3[CH2:30][CH2:31]3)[cH:26][cH:27]2)[CH2:2][CH2:3][CH2:4][CH2:5]1.[O:37]1[CH2:38][CH2:39][O:40][CH2:41][CH2:42]1.[OH2:43].[S:32]([OH:33])(=[O:34])(=[O:35])[OH:36]>>[CH:1]1([CH2:6][CH:7]([C:8]([OH:9])=[O:33])[c:22]2[cH:23][cH:24][c:25]([S:28][CH:29]3[CH2:30][CH2:31]3)[cH:26][cH:27]2)[CH2:2][CH2:3][CH2:4][CH2:5]1. Starting materials: O(C1=CC=CC=C1)C=1C=C(C=CC1)CC(=O)NC(C(=O)O)CCC (2-[2-(3-phenoxy-phenyl)-acetylamino]-pentanoic acid), NC=1OC(=CN1)C(=O)C1=CC=CC=C1 ((2-Amino-oxazol-5-yl)-phenyl-methanone), Cl (HCl), CN(C)C (trimethylamine). Run in C(CCl)Cl (EDC), C(Cl)Cl (methylene chloride). Yields the product C(C1=CC=CC=C1)(=O)C1=CN=C(O1)NC(C(CCC)NC(CC1=CC(=CC=C1)OC1=CC=CC=C1)=O)=O (2-[2-(3-Phenoxy-phenyl)-acetylamino]-pentanoic Acid (5-benzoyl-oxazol-2-yl)-amide). RXN SMILES: [O:1]([C:8]1[CH:9]=[C:10]([CH2:14][C:15]([NH:17][CH:18]([CH2:22][CH2:23][CH3:24])[C:19]([OH:21])=O)=[O:16])[CH:11]=[CH:12][CH:13]=1)[C:2]1[CH:7]=[CH:6][CH:5]=[CH:4][CH:3]=1.[NH2:25][C:26]1[O:27][C:28]([C:31]([C:33]2[CH:38]=[CH:37][CH:36]=[CH:35][CH:34]=2)=[O:32])=[CH:29][N:30]=1.Cl.CN(C)C>C(Cl)Cl.C(Cl)CCl>[C:31]([C:28]1[O:27][C:26]([NH:25][C:19](=[O:21])[CH:18]([NH:17][C:15](=[O:16])[CH2:14][C:10]2[CH:11]=[CH:12][CH:13]=[C:8]([O:1][C:2]3[CH:3]=[CH:4][CH:5]=[CH:6][CH:7]=3)[CH:9]=2)[CH2:22][CH2:23][CH3:24])=[N:30][CH:29]=1)(=[O:32])[C:33]1[CH:34]=[CH:35][CH:36]=[CH:37][CH:38]=1. Reported procedure: A mixture of 2-[2-(3-phenoxy-phenyl)-acetylamino]-pentanoic acid (65 mg, 0.2 mmol), (2-Amino-oxazol-5-yl)-phenyl-methanone (38 mg, 0.2 mmol.), HBOT (32 mg, 0.24 mmol), EDC. HCl (58 mg, 0.3 mmol) and a trimethylamine (0.11 ml, 0.8 mmol) in methylene chloride was stirred at room temperature until disappearance of starting material. The mixture was quenched with water and extracted with methylene chloride. The organic layer was washed with dilute HCl, brine, dried over sodium sulfate and the solven... Starting materials: CCN(C(C)C)C(C)C, O=C(Cl)Oc1ccc([N+](=O)[O-])cc1, NCc1ccncc1, C1CCOC1, O=C1OC(c2ccccc2)(c2ccccc2)C2CNCCN12. The product is O=C(NCc1ccncc1)N1CCN2C(=O)OC(c3ccccc3)(c3ccccc3)C2C1. As a reaction SMILES: [CH:9]([N:10]([CH:11]([CH3:12])[CH3:13])[CH2:14][CH3:15])([CH3:16])[CH3:17].[Cl:18][C:19](=[O:20])[O:21][c:22]1[cH:23][cH:24][c:25]([N+:26]([O-:27])=[O:28])[cH:29][cH:30]1.[NH2:1][CH2:2][c:3]1[cH:4][cH:5][n:6][cH:7][cH:8]1.[O:53]1[CH2:54][CH2:55][CH2:56][CH2:57]1.[c:31]1([C:37]2([c:47]3[cH:48][cH:49][cH:50][cH:51][cH:52]3)[O:38][C:39](=[O:46])[N:40]3[CH:41]2[CH2:42][NH:43][CH2:44][CH2:45]3)[cH:32][cH:33][cH:34][cH:35][cH:36]1>>[NH:1]([CH2:2][c:3]1[cH:4][cH:5][n:6][cH:7][cH:8]1)[C:19](=[O:20])[N:43]1[CH2:42][CH:41]2[C:37]([c:31]3[cH:32][cH:33][cH:34][cH:35][cH:36]3)([c:47]3[cH:48][cH:49][cH:50][cH:51][cH:52]3)[O:38][C:39](=[O:46])[N:40]2[CH2:45][CH2:44]1. Starting materials: CC(C)=O, O=C1N(CC2CC2)C(c2ccc(Cl)cc2)C(c2cccc(Cl)c2)CC1(CCO)CCN1CCCC1, O=[Cr](=O)=O, O, O=S(=O)(O)O. Yields the product O=C(O)CC1(CCN2CCCC2)CC(c2cccc(Cl)c2)C(c2ccc(Cl)cc2)N(CC2CC2)C1=O. As a reaction SMILES: [CH3:46][C:47](=[O:48])[CH3:49].[Cl:10][c:11]1[cH:12][c:13]([CH:17]2[CH2:18][C:19]([CH2:35][CH2:36][N:37]3[CH2:38][CH2:39][CH2:40][CH2:41]3)([CH2:42][CH2:43][OH:44])[C:20](=[O:34])[N:21]([CH2:30][CH:31]3[CH2:32][CH2:33]3)[CH:22]2[c:23]2[cH:24][cH:25][c:26]([Cl:29])[cH:27][cH:28]2)[cH:14][cH:15][cH:16]1.[O:1]=[Cr:2](=[O:3])=[O:4].[OH2:45].[S:5]([OH:6])(=[O:7])(=[O:8])[OH:9]>>[OH:6][C:43]([CH2:42][C:19]1([CH2:35][CH2:36][N:37]2[CH2:38][CH2:39][CH2:40][CH2:41]2)[CH2:18][CH:17]([c:13]2[cH:12][c:11]([Cl:10])[cH:16][cH:15][cH:14]2)[CH:22]([c:23]2[cH:24][cH:25][c:26]([Cl:29])[cH:27][cH:28]2)[N:21]([CH2:30][CH:31]2[CH2:32][CH2:33]2)[C:20]1=[O:34])=[O:44]. Reaction SMILES: C(OC(=O)[NH:7][C@H:8]([C:17](=[O:39])[NH:18][C:19]1[CH:20]=[C:21]2[C:37](=[O:38])[NH:36][N:35]=[CH:34][C:23]3=[C:24]([C:28]4[CH:33]=[CH:32][CH:31]=[CH:30][CH:29]=4)[NH:25][C:26]([CH:27]=1)=[C:22]23)[CH2:9][CH2:10][C:11]1[CH:16]=[CH:15][CH:14]=[CH:13][CH:12]=1)(C)(C)C.[C:41]([OH:47])([C:43]([F:46])([F:45])[F:44])=[O:42]>C(Cl)Cl>[F:44][C:43]([F:46])([F:45])[C:41]([OH:47])=[O:42].[NH2:7][C@@H:8]([CH2:9][CH2:10][C:11]1[CH:16]=[CH:15][CH:14]=[CH:13][CH:12]=1)[C:17]([NH:18][C:19]1[CH:20]=[C:21]2[C:37](=[O:38])[NH:36][N:35]=[CH:34][C:23]3=[C:24]([C:28]4[CH:29]=[CH:30][CH:31]=[CH:32][CH:33]=4)[NH:25][C:26]([CH:27]=1)=[C:22]23)=[O:39] |f:3.4|. The yield is 84.0%. Product: FC(C(=O)O)(F)F.N[C@H](C(=O)NC=1C=C2C=3C(=C(NC3C1)C1=CC=CC=C1)C=NNC2=O)CCC2=CC=CC=C2 ((2S)-2-Amino-N-(6-oxo-2-phenyl-5,6-dihydro-1H-[1,2]diazepino[4,5,6-cd]indol-8-yl)-4-phenyl-butyramide; Compound with Trifluoro-acetic Acid). Starting materials: C(C)(C)(C)OC(N[C@@H](CCC1=CC=CC=C1)C(NC=1C=C2C=3C(=C(NC3C1)C1=CC=CC=C1)C=NNC2=O)=O)=O ([(S)-1-(6-Oxo-2-phenyl-5,6-dihydro-1H-[1,2]diazepino[4,5,6-cd]indol-8-ylcarbamoyl)-3-phenyl-propyl]-carbamic Acid tert-butyl Ester), C(=O)(C(F)(F)F)O (TFA). The solvent is C(Cl)Cl (CH2Cl2). Procedure details: Preparation of example 54 from the title compound of Example 53 (30 mg, 0.056 mmol) and 45% TFA in CH2Cl2 (1 mL) was carried out analogously to Example 20. Isolation, also in an analogous manner, afforded the title compound (26 mg, 0.047 mmol) as a yellow powder in 84% yield. The reactants are O=CO, O=C1C2CC3CC1CC(O)(C3)C2, O, O=S(=O)(O)O. Product: O=C1C2CC3CC1CC(C(=O)O)(C3)C2. RXN SMILES: [CH:19](=[O:20])[OH:21].[O:6]=[C:7]1[CH:8]2[CH2:9][C:10]3([OH:17])[CH2:11][CH:12]([CH2:13][CH:14]1[CH2:15]3)[CH2:16]2.[OH2:18].[S:1](=[O:2])(=[O:3])([OH:4])[OH:5]>>[O:6]=[C:7]1[CH:8]2[CH2:9][C:10]3([C:19](=[O:20])[OH:21])[CH2:11][CH:12]([CH2:13][CH:14]1[CH2:15]3)[CH2:16]2. The reactants are C=Cc1ccccc1, CCOC(=O)COc1c(C(=O)OC)sc(Br)c1C, O=C(C=Cc1ccccc1)C=Cc1ccccc1, O=C(C=Cc1ccccc1)C=Cc1ccccc1, O=C(C=Cc1ccccc1)C=Cc1ccccc1, [Pd], [Pd]. Yields the product CCOC(=O)COc1c(C(=O)OC)sc(C=Cc2ccccc2)c1C. Reaction SMILES: [CH2:19]=[CH:20][c:21]1[cH:22][cH:23][cH:24][cH:25][cH:26]1.[CH3:1][O:2][C:3](=[O:4])[c:5]1[s:6][c:7]([Br:18])[c:8]([CH3:17])[c:9]1[O:10][CH2:11][C:12](=[O:13])[O:14][CH2:15][CH3:16].[O:29]=[C:30]([CH:31]=[CH:32][c:33]1[cH:34][cH:35][cH:36][cH:37][cH:38]1)[CH:39]=[CH:40][c:41]1[cH:42][cH:43][cH:44][cH:45][cH:46]1.[O:47]=[C:48]([CH:49]=[CH:50][c:51]1[cH:52][cH:53][cH:54][cH:55][cH:56]1)[CH:57]=[CH:58][c:59]1[cH:60][cH:61][cH:62][cH:63][cH:64]1.[O:65]=[C:66]([CH:67]=[CH:68][c:69]1[cH:70][cH:71][cH:72][cH:73][cH:74]1)[CH:75]=[CH:76][c:77]1[cH:78][cH:79][cH:80][cH:81][cH:82]1.[Pd:27].[Pd:28]>>[CH3:1][O:2][C:3](=[O:4])[c:5]1[s:6][c:7]([CH:19]=[CH:20][c:21]2[cH:22][cH:23][cH:24][cH:25][cH:26]2)[c:8]([CH3:17])[c:9]1[O:10][CH2:11][C:12](=[O:13])[O:14][CH2:15][CH3:16]. Starting materials: C(#N)C=1C=CC2=C(C3C(C(O2)(COC)COC)O3)C1 (6-cyano-3,4-epoxy-3,4-dihydro-2,2-bis(methoxymethyl)-2H-1-benzopyran), C(#N)C1=CNC2=CC=CC=C12 (3-cyanoindole), C([O-])([O-])=O.[K+].[K+] (potassium carbonate). Procedure: A reaction mixture containing 6-cyano-3,4-epoxy-3,4-dihydro-2,2-bis(methoxymethyl)-2H-1-benzopyran (300 mg), 3-cyanoindole (210 mg) and potassium carbonate (480 mg), in dimethylformamide (3 ml), was stirred at 80° C. for 2.5 hours. The reaction mixture was diluted with ethyl acetate, washed with water, 1N-hydrochloric acid, an aqueous solution of sodium hydrogencarbonate and brine, dried over anhydrous sodium sulfate and concentrated, and the residue was purified by silica gel column chromatogra... Isolated yield 64.3%. The product is C(#N)C=1C=CC2=C([C@H]([C@@H](C(O2)(COC)COC)O)N2C=C(C3=CC=CC=C23)C#N)C1 ((-)-(3S,4R)-6-Cyano-4-(3-cyano-1H-indol-1-yl)-3,4-dihydro-2,2-bis(methoxymethyl)-2H-1-benzopyran-3-ol). As a reaction SMILES: [C:1]([C:3]1[CH:4]=[CH:5][C:6]2[O:11][C:10]([CH2:15][O:16][CH3:17])([CH2:12][O:13][CH3:14])[CH:9]3[O:18][CH:8]3[C:7]=2[CH:19]=1)#[N:2].[C:20]([C:22]1[C:30]2[C:25](=[CH:26][CH:27]=[CH:28][CH:29]=2)[NH:24][CH:23]=1)#[N:21].C(=O)([O-])[O-].[K+].[K+]>CN(C)C=O.C(OCC)(=O)C>[C:1]([C:3]1[CH:4]=[CH:5][C:6]2[O:11][C:10]([CH2:15][O:16][CH3:17])([CH2:12][O:13][CH3:14])[C@@H:9]([OH:18])[C@H:8]([N:24]3[C:25]4[C:30](=[CH:29][CH:28]=[CH:27][CH:26]=4)[C:22]([C:20]#[N:21])=[CH:23]3)[C:7]=2[CH:19]=1)#[N:2] |f:2.3.4|. Run in CN(C=O)C (dimethylformamide), C(C)(=O)OCC (ethyl acetate).